From a dataset of the Open Reaction Database (ORD), a public repository of structured organic reaction records. describe an organic reaction: reactants, conditions, products, and yield Reactants: NC1=CC=C(C=C1)O (4-aminophenol), C(C)N=C=O (ethyl isocyanate), O (water). Solvent: CN1C(CCC1)=O (N-methylpyrrolidone). Conditions: time 2 hour. Product: C(C)NC(=O)NC1=CC=C(C=C1)O (N-Ethylaminocarbonyl-4-aminophenol). Yield: 55.0%. Reaction SMILES: [NH2:1][C:2]1[CH:7]=[CH:6][C:5]([OH:8])=[CH:4][CH:3]=1.[CH2:9]([N:11]=[C:12]=[O:13])[CH3:10].O>CN1CCCC1=O>[CH2:9]([NH:11][C:12]([NH:1][C:2]1[CH:7]=[CH:6][C:5]([OH:8])=[CH:4][CH:3]=1)=[O:13])[CH3:10]. Procedure: 10 g of 4-aminophenol (Mw=109.13; 0.0916 mol) are suspended in 100 cm3 of anhydrous N-methylpyrrolidone, under an inert atmosphere. 6.5 g of ethyl isocyanate (Mw=71.08; 0.0914 mol) are then added dropwise. The reaction mixture is brought to a temperature of 60° C. with stirring for two hours. The mixture is poured into one litre of water and the precipitate is then filtered off and dried. After recrystallization from ethanol, 9 g of a white powder are obtained, which corresponds to a yield of 55...